The task is: describe an organic reaction: reactants, conditions, products, and yield. This data is from the Open Reaction Database (ORD), a public repository of structured organic reaction records. Starting materials: C=1(C(=CC=CC1)S(=O)(=O)O)C (toluenesulfonic acid), OC1CCC2(C3=CC(=CC=C13)F)NC(NC2=O)=O (3',4',-Dihydro-4'-hydroxy-7'-fluorospiro[imidazolidine-4,1'(2'H)-naphthalene]2,5-dione). Solvent: C1(=CC=CC=C1)C (toluene). Product: FC1=CC=C2C=CCC3(C2=C1)NC(NC3=O)=O (7'-fluorospiro[imidazolidine-4,1'(2'H)-naphthalene]2,5-dione). Yield: 87.0%. As a reaction SMILES: O[CH:2]1[C:11]2[C:6](=[CH:7][C:8]([F:12])=[CH:9][CH:10]=2)[C:5]2([C:16](=[O:17])[NH:15][C:14](=[O:18])[NH:13]2)[CH2:4][CH2:3]1.C1(C)C(S(O)(=O)=O)=CC=CC=1>C1(C)C=CC=CC=1>[F:12][C:8]1[CH:7]=[C:6]2[C:11]([CH:2]=[CH:3][CH2:4][C:5]32[C:16](=[O:17])[NH:15][C:14](=[O:18])[NH:13]3)=[CH:10][CH:9]=1. Reported procedure: 3',4',-Dihydro-4'-hydroxy-7'-fluorospiro[imidazolidine-4,1'(2'H)-naphthalene]2,5-dione (3.2 g., 0.013 mole) was added to 75 ml. of toluene containing a trace of -toluenesulfonic acid and the mixture heated to reflux for 5 hours. The toluene was removed in vacuo and the residue triturated with diethyl ether and filtered, 2.6 g. (87% yield). The reactants are CC(C)(C)OC(=O)Nc1ccccc1NC(=O)c1ccc(C(=O)C=Cc2c(Cl)cccc2Cl)cc1, ClCCl, O=C(O)C(F)(F)F. Yields the product Nc1ccccc1NC(=O)c1ccc(C(=O)C=Cc2c(Cl)cccc2Cl)cc1. RXN SMILES: [Cl:1][c:2]1[c:3]([CH:9]=[CH:10][C:11](=[O:12])[c:13]2[cH:14][cH:15][c:16]([C:17](=[O:18])[NH:19][c:20]3[c:21]([NH:26][C:27](=[O:28])[O:29][C:30]([CH3:31])([CH3:32])[CH3:33])[cH:22][cH:23][cH:24][cH:25]3)[cH:34][cH:35]2)[c:4]([Cl:8])[cH:5][cH:6][cH:7]1.[Cl:43][CH2:44][Cl:45].[OH:36][C:37]([C:38]([F:39])([F:40])[F:41])=[O:42]>>[Cl:1][c:2]1[c:3]([CH:9]=[CH:10][C:11](=[O:12])[c:13]2[cH:14][cH:15][c:16]([C:17](=[O:18])[NH:19][c:20]3[c:21]([NH2:26])[cH:22][cH:23][cH:24][cH:25]3)[cH:34][cH:35]2)[c:4]([Cl:8])[cH:5][cH:6][cH:7]1. Reactants: C1(CCCCC1)C1=C(C=NN1C1=CC=C(C=C1)OC(F)(F)F)CC1=CC=C(C#N)C=C1 (4-({5-Cyclohexyl-1-[4-(trifluoromethoxy)phenyl]-1H-pyrazol-4-yl}methyl)benzonitrile), O (water), [OH-].[K+] (potassium hydroxide). The solvent is C(C)O (ethanol). The product is C1(CCCCC1)C1=C(C=NN1C1=CC=C(C=C1)OC(F)(F)F)CC1=CC=C(C(=O)O)C=C1 (4-({5-Cyclohexyl-1-[4-(trifluoromethoxy)phenyl]-1H-pyrazol-4-yl}methyl)benzoic acid). RXN SMILES: [CH:1]1([C:7]2[N:11]([C:12]3[CH:17]=[CH:16][C:15]([O:18][C:19]([F:22])([F:21])[F:20])=[CH:14][CH:13]=3)[N:10]=[CH:9][C:8]=2[CH2:23][C:24]2[CH:31]=[CH:30][C:27]([C:28]#N)=[CH:26][CH:25]=2)[CH2:6][CH2:5][CH2:4][CH2:3][CH2:2]1.[OH2:32].[OH-:33].[K+]>C(O)C>[CH:1]1([C:7]2[N:11]([C:12]3[CH:13]=[CH:14][C:15]([O:18][C:19]([F:20])([F:21])[F:22])=[CH:16][CH:17]=3)[N:10]=[CH:9][C:8]=2[CH2:23][C:24]2[CH:31]=[CH:30][C:27]([C:28]([OH:33])=[O:32])=[CH:26][CH:25]=2)[CH2:2][CH2:3][CH2:4][CH2:5][CH2:6]1 |f:2.3|. Procedure details: To a hot solution of 0.73 g 4-({5-cyclohexyl-1-[4-(trifluoromethoxy)phenyl]-1H-pyrazol-4-yl}methyl)benzonitrile From Step E above in 15 mL ethanol and 6 mL water was added 1.11 g potassium hydroxide. The resulting solution was refluxed under nitrogen over night. The solvents were removed under reduced pressure. The residue was re-suspended in 10 mL water and acidified with 9.0 mL 2 N HCl. The resulting solid was filtered, washed with water, and dried to give the title compound as a white solid. ... The reactants are C(C)(C)OCC(=O)OCC (ethyl isopropoxyacetate), enolate, C(C)(C)NC(C)C (diisopropylamine), [Li]CCCC (nBuLi), C1(CCCCC1)C=1OC(=C(N1)CCOC1=C(C=C(C=O)C=C1C)C)C (4-[2-(2-cyclohexyl-5-methyl-oxazol-4-yl)-ethoxy]-3,5-dimethyl-benzaldehyde). The solvent is C1CCOC1 (THF), C1CCOC1 (THF), C1CCOC1 (THF), C1CCOC1 (THF). The product is [Li+].CC(C)[N-]C(C)C (LDA), C(C)OC(C(C(O)C1=CC(=C(C(=C1)C)OCCC=1N=C(OC1C)C1CCCCC1)C)OC(C)C)=O (3-{4-[2-(2-Cyclohexyl-5-methyl-oxazol-4-yl)-ethoxy]-3,5-dimethyl-phenyl}-3-hydroxy-2-isopropoxy-propionic acid ethyl ester). As a reaction SMILES: [CH:1]([NH:4][CH:5]([CH3:7])[CH3:6])([CH3:3])[CH3:2].[Li:8]CCCC.[CH:13]([O:16][CH2:17][C:18]([O:20][CH2:21][CH3:22])=[O:19])([CH3:15])[CH3:14].[CH:23]1([C:29]2[O:30][C:31]([CH3:47])=[C:32]([CH2:34][CH2:35][O:36][C:37]3[C:44]([CH3:45])=[CH:43][C:40]([CH:41]=[O:42])=[CH:39][C:38]=3[CH3:46])[N:33]=2)[CH2:28][CH2:27][CH2:26][CH2:25][CH2:24]1>C1COCC1>[Li+:8].[CH3:2][CH:1]([N-:4][CH:5]([CH3:7])[CH3:6])[CH3:3].[CH2:21]([O:20][C:18](=[O:19])[CH:17]([O:16][CH:13]([CH3:15])[CH3:14])[CH:41]([C:40]1[CH:43]=[C:44]([CH3:45])[C:37]([O:36][CH2:35][CH2:34][C:32]2[N:33]=[C:29]([CH:23]3[CH2:24][CH2:25][CH2:26][CH2:27][CH2:28]3)[O:30][C:31]=2[CH3:47])=[C:38]([CH3:46])[CH:39]=1)[OH:42])[CH3:22] |f:5.6|. Reported procedure: LDA-solution in THF was prepared according to standard procedure from 0.162 g of diisopropylamine (1.60 mmol) and 1.00 ml of 1.5 M nBuLi (hexane) in 3 ml of abs. THF at −10°. After cooling to −78°, 0.219 g of ethyl isopropoxyacetate (1.50 mmol), dissolved in 0.8 ml of THF, was added and stirring continued for 30 Min. to complete enolate formation. 0.169 g of the above prepared 4-[2-(2-cyclohexyl-5-methyl-oxazol-4-yl)-ethoxy]-3,5-dimethyl-benzaldehyde (0.495 mmol), dissolved in 2 ml of THF, was t... The reactants are CN (methyl amine), solution, CCN(C(C)C)C(C)C (Hunig's base), BrC1=C2C=CC=NC2=C(C(=N1)C(=O)NCC1=CC=C(C=C1)F)O (5-bromo-N-(4-fluorobenzyl)-8-hydroxy-1,6-naphthyridine-7-carboxamide). Solvent: C1CCOC1 (THF), CS(=O)C (DMSO). Reaction conditions: time 3 day. Yields the product FC1=CC=C(CNC(=O)C2=NC(=C3C=CC=NC3=C2O)NC)C=C1 (N-(4-fluorobenzyl)-8-hydroxy-5-(methylamino)-1,6-naphthyridine-7-carboxamide). RXN SMILES: Br[C:2]1[N:11]=[C:10]([C:12]([NH:14][CH2:15][C:16]2[CH:21]=[CH:20][C:19]([F:22])=[CH:18][CH:17]=2)=[O:13])[C:9]([OH:23])=[C:8]2[C:3]=1[CH:4]=[CH:5][CH:6]=[N:7]2.CN.C[CH2:27][N:28](C(C)C)C(C)C>CS(C)=O.C1COCC1>[F:22][C:19]1[CH:20]=[CH:21][C:16]([CH2:15][NH:14][C:12]([C:10]2[C:9]([OH:23])=[C:8]3[C:3]([CH:4]=[CH:5][CH:6]=[N:7]3)=[C:2]([NH:28][CH3:27])[N:11]=2)=[O:13])=[CH:17][CH:18]=1. Procedure: A suspension of 5-bromo-N-(4-fluorobenzyl)-8-hydroxy-1,6-naphthyridine-7-carboxamide (12.0 g, 32 mmol) in DMSO (48 mL) was treated with methyl amine (48 mL of a 2M solution in THF, 96 mmol) and Hunig's base (11.1 mL, 86 mmol). The vessel was purged with argon, sealed and stirred at 135C for 3 days. The reaction was cooled, quenched with water (280 mL) and the pH adjusted to 5 by the addition of acetic acid. The reaction was stirred at room temperature for 1 hr and filtered. The solids were washe... Reactants: COC(=O)Nc1cccc(C)c1CBr, CC#N, Cc1nc2c(O)cccn2c1C=O, [F-], [K+], [Na+], [OH-]. The product is COC(=O)Nc1cccc(C)c1COc1cccn2c(C=O)c(C)nc12. RXN SMILES: [CH3:16][O:17][C:18](=[O:19])[NH:20][c:21]1[c:22]([CH2:23][Br:24])[c:25]([CH3:29])[cH:26][cH:27][cH:28]1.[CH3:32][C:33]#[N:34].[CH:1](=[O:2])[c:3]1[c:4]([CH3:13])[n:5][c:6]2[n:7]1[cH:8][cH:9][cH:10][c:11]2[OH:12].[F-:14].[K+:15].[Na+:31].[OH-:30]>>[CH:1](=[O:2])[c:3]1[c:4]([CH3:13])[n:5][c:6]2[n:7]1[cH:8][cH:9][cH:10][c:11]2[O:12][CH2:23][c:22]1[c:21]([NH:20][C:18]([O:17][CH3:16])=[O:19])[cH:28][cH:27][cH:26][c:25]1[CH3:29]. The reactants are NC=1C=C(C=CC1)S(=O)(=O)O (3-aminobenzene sulfonic acid), C([O-])(O)=O.[Na+] (sodium bicarbonate), C(C)(=O)OC(C)=O (acetic anhydride). The solvent is O1CCCC1.O (tetrahydrofuran water). Run at time 5 minute. Yields the product C(C)(=O)NC=1C=C(C=CC1)S(=O)(=O)O (3-Acetamidobenzene sulfonic acid). Isolated yield 97.9%. RXN SMILES: [NH2:1][C:2]1[CH:3]=[C:4]([S:8]([OH:11])(=[O:10])=[O:9])[CH:5]=[CH:6][CH:7]=1.C(=O)(O)[O-].[Na+].[C:17](OC(=O)C)(=[O:19])[CH3:18]>O1CCCC1.O>[C:17]([NH:1][C:2]1[CH:3]=[C:4]([S:8]([OH:11])(=[O:9])=[O:10])[CH:5]=[CH:6][CH:7]=1)(=[O:19])[CH3:18] |f:1.2,4.5|. Procedure details: A solution of 1.48 g of 3-aminobenzene sulfonic acid in 1:1 tetrahydrofuran/water was treated at 0° C. with 1.43 g of sodium bicarbonate. After 5 min, 1.30 g of acetic anhydride was added dropwise and the reaction allowed to warm to ambient temperature under an atmosphere of nitrogen over 14 h. The reaction mixture was passed through a column of Amberlyst 15 ion exchange resin, eluted with water, and concentrated in vacuo to yield an oil which upon treatment with benzene and azeotropic removal o... Reactants: CN(CC(=O)N1CCC2=CC(=C(C=C12)NC1=NC2=C(C3=NC4=CC=C(C(=C4C(N31)=O)F)F)C=CN2S(=O)(=O)C2=CC=C(C=C2)C)OC)C (5-{[1-(N,N-dimethylglycyl)-5-(methyloxy)-2,3-dihydro-1H-indol-6-yl]amino}-8,9-difluoro-3-[(4-methylphenyl)sulfonyl]pyrrolo[2′,3′:4,5]pyrimido[6,1-b]quinazolin-7(3H)-one), [OH-].[NH4+] (ammonium hydroxide). The solvent is C(C)(=O)OCC (ethyl acetate), C1CCOC1 (THF). Conditions: time 16 hour. Product: CN(CC(=O)N1CCC2=CC(=C(C=C12)NC=1N=C(C2=C(N1)N(C=C2)S(=O)(=O)C2=CC=C(C=C2)C)NC2=CC=C(C(=C2C(=O)N)F)F)OC)C (6-({2-{[1-(N,N-dimethylglycyl)-5-(methyloxy)-2,3-dihydro-1H-indol-6-yl]amino}-7-[(4-methylphenyl)sulfonyl]-7H-pyrrolo[2,3-d]pyrimidin-4-yl}amino)-2,3-difluorobenzamide). Reaction SMILES: [CH3:1][N:2]([CH3:48])[CH2:3][C:4]([N:6]1[C:14]2[C:9](=[CH:10][C:11]([O:46][CH3:47])=[C:12]([NH:15][C:16]3[N:29]4[C:20](=[N:21][C:22]5[C:27]([C:28]4=[O:30])=[C:26]([F:31])[C:25]([F:32])=[CH:24][CH:23]=5)[C:19]4[CH:33]=[CH:34][N:35]([S:36]([C:39]5[CH:44]=[CH:43][C:42]([CH3:45])=[CH:41][CH:40]=5)(=[O:38])=[O:37])[C:18]=4[N:17]=3)[CH:13]=2)[CH2:8][CH2:7]1)=[O:5].[OH-].[NH4+:50]>C1COCC1.C(OCC)(=O)C>[CH3:1][N:2]([CH3:48])[CH2:3][C:4]([N:6]1[C:14]2[C:9](=[CH:10][C:11]([O:46][CH3:47])=[C:12]([NH:15][C:16]3[N:29]=[C:20]([NH:21][C:22]4[C:27]([C:28]([NH2:50])=[O:30])=[C:26]([F:31])[C:25]([F:32])=[CH:24][CH:23]=4)[C:19]4[CH:33]=[CH:34][N:35]([S:36]([C:39]5[CH:44]=[CH:43][C:42]([CH3:45])=[CH:41][CH:40]=5)(=[O:38])=[O:37])[C:18]=4[N:17]=3)[CH:13]=2)[CH2:8][CH2:7]1)=[O:5] |f:1.2|. Procedure details: To a solution of 5-{[1-(N,N-dimethylglycyl)-5-(methyloxy)-2,3-dihydro-1H-indol-6-yl]amino}-8,9-difluoro-3-[(4-methylphenyl)sulfonyl]pyrrolo[2′,3′:4,5]pyrimido[6,1-b]quinazolin-7(3H)-one (300 mg, 0.445 mmol) in THF (5 mL) was added ammonium hydroxide (27% aqueous) (100 mL, large excess). The resulting mixture was let stir at rt for 16 h at which time it was diluted with ethyl acetate and washed with water and a saturated brine solution. Organics were dried over sodium sulfate and solvents removed... Starting materials: ClC1=CC(=CC=C1)C(=O)OO (m-chloroperbenzoic acid), CC=1C=C2C=C(C=NC2=CC1)[N+](=O)[O-] (6-methyl-3-nitroquinoline), CC=1C=C2C=C(C=NC2=CC1)[N+](=O)[O-] (6-methyl-3-nitroquinoline). The solvent is ClCCl (dichloromethane), ClCCl (dichloromethane), ClCCl (dichloromethane). Conditions: time 70 hour. Yields the product CC=1C=C2C=C(C=[N+](C2=CC1)[O-])[N+](=O)[O-] (6-Methyl-3-nitroquinoline-1-oxide). Yield: 43.2%. Reaction SMILES: ClC1C=CC=C(C(OO)=[O:9])C=1.[CH3:12][C:13]1[CH:14]=[C:15]2[C:20](=[CH:21][CH:22]=1)[N:19]=[CH:18][C:17]([N+:23]([O-:25])=[O:24])=[CH:16]2>ClCCl>[CH3:12][C:13]1[CH:14]=[C:15]2[C:20](=[CH:21][CH:22]=1)[N+:19]([O-:9])=[CH:18][C:17]([N+:23]([O-:25])=[O:24])=[CH:16]2. Procedure details: A solution of 46 g of m-chloroperbenzoic acid in 19 ml of dichloromethane is added dropwise to a solution of 17.6 g of 6-methyl-3-nitroquinoline (compound E2) in 400 ml of dichloromethane. The reaction mixture is stirred for 70 h, diluted with 20 ml of dichloromethane and extracted two times each with 800 ml of halfsaturated aqueous sodium hydrogencarbonate solution. The organic layer is dried over magnesium sulfate, filtered and evaporated in vacuo. The residue is chromatographed on silica gel ... The reactants are [Br-], C1CCOC1, C[Mg+], CCOC(C)=O, [Cl-], O=Cc1ccc(F)nc1, [NH4+], O. Yields the product CC(O)c1ccc(F)nc1. RXN SMILES: [Br-:10].[CH2:16]1[O:17][CH2:18][CH2:19][CH2:20]1.[CH3:11][Mg+:12].[CH3:21][CH2:22][O:23][C:24]([CH3:25])=[O:26].[Cl-:14].[F:1][c:2]1[n:3][cH:4][c:5]([CH:6]=[O:7])[cH:8][cH:9]1.[NH4+:15].[OH2:13]>>[F:1][c:2]1[n:3][cH:4][c:5]([CH:6]([OH:7])[CH3:11])[cH:8][cH:9]1.